describe an organic reaction: reactants, conditions, products, and yield From a dataset of the Open Reaction Database (ORD), a public repository of structured organic reaction records. The reactants are CC(C(=O)NC1=C(C=NC=C1)C)(C)C (2,2-dimethyl-N-(3-methylpyridin-4-yl)propionamide), [OH-].[Na+] (sodium hydroxide). The solvent is Cl (hydrochloric acid). Reaction conditions: temperature 90 celsius. The product is CC=1C=NC=CC1NC(C)=O (N-(3-Methylpyridin-4-yl)acetamide). Isolated yield 88.5%. Reaction SMILES: C[C:2](C)(C)[C:3]([NH:5][C:6]1[CH:11]=[CH:10][N:9]=[CH:8][C:7]=1[CH3:12])=[O:4].[OH-].[Na+]>Cl>[CH3:12][C:7]1[CH:8]=[N:9][CH:10]=[CH:11][C:6]=1[NH:5][C:3](=[O:4])[CH3:2] |f:1.2|. Procedure details: To 17.5 g of 2,2-dimethyl-N-(3-methylpyridin-4-yl)propionamide, 70 mL of 5N hydrochloric acid aqueous solution was added and stirred at 90° C. for a day. Under ice cooling, the solution was neutralized with 5N sodium hydroxide aqueous solution, and the solvent was evaporated. The crystals were washed with a mixed solution of dichloromethane:methanol=10:1, and the solvent of filtrate was evaporated. To a solution of the resultant crude product in 100 mL of pyridine, 17.2 mL of acetic anhydride wa... Starting materials: [Si](C)(C)(C(C)(C)C)OC1=CC=C(C=C1)C1(CN(CC1)C(C1=CC(=C(C(=C1)OC)OC)OC)=O)CCN1CCC(CC1)(C(=O)N)C1=CC=CC=C1 (1-[2-[3-[4-(tert-butyldimethylsilyloxy)-phenyl]-1-(3,4,5-trimethoxy-benzoyl)-pyrrolidin-3-yl]-ethyl]-4-phenyl-piperidine-4-carboxylic acid amide), C1CCOC1 (THF), C1CCOC1 (THF), [F-].C(CCC)[N+](CCCC)(CCCC)CCCC (tetrabutylammonium fluoride). Run in ClCCl (dichloromethane). Run at time 30 minute. Product: OC1=CC=C(C=C1)C1(CN(CC1)C(C1=CC(=C(C(=C1)OC)OC)OC)=O)CCN1CCC(CC1)(C(=O)N)C1=CC=CC=C1 (1-[2-[3-(4-hydroxy-phenyl)-1-(3,4,5-trimethoxy-benzoyl)-pyrrolidin-3-yl]-ethyl]-4-phenyl-piperidine-4-carboxylic acid amide). Reaction SMILES: [Si]([O:8][C:9]1[CH:14]=[CH:13][C:12]([C:15]2([CH2:34][CH2:35][N:36]3[CH2:41][CH2:40][C:39]([C:45]4[CH:50]=[CH:49][CH:48]=[CH:47][CH:46]=4)([C:42]([NH2:44])=[O:43])[CH2:38][CH2:37]3)[CH2:19][CH2:18][N:17]([C:20](=[O:33])[C:21]3[CH:26]=[C:25]([O:27][CH3:28])[C:24]([O:29][CH3:30])=[C:23]([O:31][CH3:32])[CH:22]=3)[CH2:16]2)=[CH:11][CH:10]=1)(C(C)(C)C)(C)C.C1COCC1.[F-].C([N+](CCCC)(CCCC)CCCC)CCC>ClCCl>[OH:8][C:9]1[CH:10]=[CH:11][C:12]([C:15]2([CH2:34][CH2:35][N:36]3[CH2:37][CH2:38][C:39]([C:45]4[CH:46]=[CH:47][CH:48]=[CH:49][CH:50]=4)([C:42]([NH2:44])=[O:43])[CH2:40][CH2:41]3)[CH2:19][CH2:18][N:17]([C:20](=[O:33])[C:21]3[CH:22]=[C:23]([O:31][CH3:32])[C:24]([O:29][CH3:30])=[C:25]([O:27][CH3:28])[CH:26]=3)[CH2:16]2)=[CH:13][CH:14]=1 |f:2.3|. Reported procedure: Combine 1-[2-[3-[4-(tert-butyldimethylsilyloxy)-phenyl]-1-(3,4,5-trimethoxy-benzoyl)-pyrrolidin-3-yl]-ethyl]-4-phenyl-piperidine-4-carboxylic acid amide (6 mmol) and THF (20 mL). Cool using an ice bath. Add a 1M THF solution of tetrabutylammonium fluoride (7 mL) in dropwise fashion. After 30 minutes, concentrate in vacuo to obtain a residue. Add dichloromethane (50 mL) to the residue. Extract with water (3×15 mL), dry over Na2SO4, filter, and concentrate in vacuo to obtain a residue. Purify to o...